This data is from the Open Reaction Database (ORD), a public repository of structured organic reaction records. The task is: describe an organic reaction: reactants, conditions, products, and yield Starting materials: C1C2(C)C(C)(C)C(CNS1(=O)=O)CC2 (Camphorsultam), CN(C)C=O (DMF), [H-].[Na+] (NaH), BrCC(=O)OC(C)(C)C (tert-butyl bromoacetate). Reaction conditions: time 8 hour. Yields the product C(C)(C)(C)OC(=O)CN1S(=O)(=O)CC2(C)C(C)(C)C(C1)CC2 (N-(tert-butoxycarbonylmethyl) camphorsultam). Reaction SMILES: [CH2:1]1[S:10](=[O:12])(=[O:11])[NH:9][CH2:8][CH:7]2[CH2:13][CH2:14][C:2]1([C:4]2([CH3:6])[CH3:5])[CH3:3].CN(C=O)C.[H-].[Na+].Br[CH2:23][C:24]([O:26][C:27]([CH3:30])([CH3:29])[CH3:28])=[O:25]>>[C:27]([O:26][C:24]([CH2:23][N:9]1[CH2:8][CH:7]2[CH2:13][CH2:14][C:2]([C:4]2([CH3:6])[CH3:5])([CH3:3])[CH2:1][S:10]1(=[O:12])=[O:11])=[O:25])([CH3:30])([CH3:29])[CH3:28] |f:2.3|. Procedure: Camphorsultam (3 g, 14 mmole) in DMF (25 mol) was mixed with NaH (1.1 equiv.) for 15 minutes, then tert-butyl bromoacetate (2.5 ml) was added and the reaction mixture was stirred overnight. The solvent was evaporated to dryness and the residue was partitioned between aq-citric acid and EtoAc. The organic layer was washed with sat. aq. NaHCO3, and water, dried and evaporated to give the ester. (3.5 g) Reactants: [H-].[Na+] (sodium hydride), C(C(O)CC#N)#N (malonitrile), CN(C=O)C (dimethylformamide), CN1CCN(CC1)C1=CC=C2C(C(=O)OC(N2)=O)=C1 (5-(4-methylpiperazino)isatoic acid anhydride). Run in O (water). Conditions: time 10 hour. Product: NC1=NC2=CC=C(C=C2C(=C1C#N)O)N1CCN(CC1)C (2-Amino-3-cyano-4-hydroxy-6-(4-methylpiperazin-1-yl)quinoline). As a reaction SMILES: C(#N)C([CH2:4][C:5]#[N:6])O.[H-].[Na+].[CH3:10][N:11]1[CH2:16][CH2:15][N:14]([C:17]2[CH:28]=[C:21]3[C:22]([O:24][C:25](=O)[NH:26][C:20]3=[CH:19][CH:18]=2)=O)[CH2:13][CH2:12]1.C[N:30](C)C=O>O>[NH2:30][C:25]1[C:4]([C:5]#[N:6])=[C:22]([OH:24])[C:21]2[C:20](=[CH:19][CH:18]=[C:17]([N:14]3[CH2:13][CH2:12][N:11]([CH3:10])[CH2:16][CH2:15]3)[CH:28]=2)[N:26]=1 |f:1.2|. Reported procedure: 2 g of malonitrile is dissolved in 30 mL of dimethylformamide. To the solution, in several portions, 1.3 g of 60% oily dispersion of sodium hydride are added. To the clear solution 6.5 g of 5-(4-methylpiperazino)isatoic acid anhydride is added and the mixture is stirred at room temperature for 10 hours. The reaction mixture is diluted with 70 mL of water and extracted with 2×30 mL of ethyl acetate. The aqueous phase is evaporated in vacuum, the solid residue is dissolved in 20 mL of water, the p... The reactants are CCNc1cc(OC)ccc1C1CCc2cc(OC)ccc2C1, CC[N-]c1cc(OC)ccc1C1CCc2cc(OC)ccc2C1, Cl, O=C(Cl)c1ccccn1, O=C(O)c1ccccn1. As a reaction SMILES: [CH2:1]([CH3:2])[NH:3][c:4]1[c:5]([CH:12]2[CH2:13][c:14]3[cH:15][cH:16][c:17]([O:22][CH3:23])[cH:18][c:19]3[CH2:20][CH2:21]2)[cH:6][cH:7][c:8]([O:10][CH3:11])[cH:9]1.[CH2:34]([N-:35][c:36]1[cH:37][c:38]([O:39][CH3:40])[cH:41][cH:42][c:43]1[CH:44]1[CH2:45][CH2:46][c:47]2[c:48]([cH:49][cH:50][c:51]([O:52][CH3:53])[cH:54]2)[CH2:55]1)[CH3:56].[ClH:24].[c:25]1([C:31]([Cl:32])=[O:33])[cH:26][cH:27][cH:28][cH:29][n:30]1.[n:57]1[cH:58][cH:59][cH:60][cH:61][c:62]1[C:63]([OH:64])=[O:65]>>[CH2:1]([CH3:2])[N:3]([c:4]1[c:5]([CH:12]2[CH2:13][c:14]3[cH:15][cH:16][c:17]([O:22][CH3:23])[cH:18][c:19]3[CH2:20][CH2:21]2)[cH:6][cH:7][c:8]([O:10][CH3:11])[cH:9]1)[CH2:31][c:25]1[cH:26][cH:27][cH:28][cH:29][n:30]1. Product: CCN(Cc1ccccn1)c1cc(OC)ccc1C1CCc2cc(OC)ccc2C1.